Dataset: the Open Reaction Database (ORD), a public repository of structured organic reaction records. Task: describe an organic reaction: reactants, conditions, products, and yield The reactants are O=C([O-])[O-], CO, CCOC(C)=O, [Cs+], [Cs+], Cc1ccc(S(=O)(=O)n2cc(CN3CCCC4(CCN(c5cnc6ccccc6c5)CC4)C3=O)c3ccccc32)cc1. The product is O=C1N(Cc2c[nH]c3ccccc23)CCCC12CCN(c1cnc3ccccc3c1)CC2. Reaction SMILES: [C:43](=[O:44])([O-:45])[O-:46].[CH3:49][OH:50].[CH3:51][CH2:52][O:53][C:54](=[O:55])[CH3:56].[Cs+:47].[Cs+:48].[n:1]1[cH:2][c:3]([N:11]2[CH2:12][CH2:13][C:14]3([CH2:15][CH2:16][CH2:17][N:18]([CH2:21][c:22]4[cH:23][n:24]([S:31]([c:32]5[cH:33][cH:34][c:35]([CH3:36])[cH:37][cH:38]5)(=[O:39])=[O:40])[c:25]5[cH:26][cH:27][cH:28][cH:29][c:30]45)[C:19]3=[O:20])[CH2:41][CH2:42]2)[cH:4][c:5]2[cH:6][cH:7][cH:8][cH:9][c:10]12>>[n:1]1[cH:2][c:3]([N:11]2[CH2:12][CH2:13][C:14]3([CH2:15][CH2:16][CH2:17][N:18]([CH2:21][c:22]4[cH:23][nH:24][c:25]5[cH:26][cH:27][cH:28][cH:29][c:30]45)[C:19]3=[O:20])[CH2:41][CH2:42]2)[cH:4][c:5]2[cH:6][cH:7][cH:8][cH:9][c:10]12.